describe an organic reaction: reactants, conditions, products, and yield From a dataset of the Open Reaction Database (ORD), a public repository of structured organic reaction records. Reactants: petroleum ether ethyl acetate, CC1=CC=C(C=N1)C=O (6-methylpyridine-3-carbaldehyde), C(C=C)[Mg]Br (allylmagnesium bromide), C(C=C)[Mg]Br (allylmagnesium bromide). Solvent: O1CCCC1 (tetrahydrofuran). Conditions: temperature -20 celsius, time 10 minute. Product: CC1=CC=C(C=N1)C(CC=C)O (1-(6-methylpyridin-3-yl)but-3-en-1-ol). Reaction SMILES: [CH3:1][C:2]1[N:7]=[CH:6][C:5]([CH:8]=[O:9])=[CH:4][CH:3]=1.[CH2:10]([Mg]Br)[CH:11]=[CH2:12]>O1CCCC1>[CH3:1][C:2]1[N:7]=[CH:6][C:5]([CH:8]([OH:9])[CH2:12][CH:11]=[CH2:10])=[CH:4][CH:3]=1. Procedure: To a mixture of 6-methylpyridine-3-carbaldehyde (20 g, 0.16 mol) in tetrahydrofuran (400 mL) was added allylmagnesium bromide (246 mL, 0.246 mol) drop-wise at −40° C. The mixture was stirred at −20° C. for 10 minutes and a second aliquot of allylmagnesium bromide (82 mL, 82 mmol) was added drop-wise at −20° C. When thin layer chromatography (Eluent: 3:1 petroleum ether/ethyl acetate) indicated the reaction was complete, the reaction was quenched with saturated aqueous ammonium chloride solution ... Reactants: C1COCCO1, OCCOc1cc(Cl)nnc1Cl, [LiH]. Product: Clc1cc2c(nn1)OCCO2. RXN SMILES: [CH2:14]1[O:15][CH2:16][CH2:17][O:18][CH2:19]1.[Cl:1][c:2]1[n:3][n:4][c:5]([Cl:12])[cH:6][c:7]1[O:8][CH2:9][CH2:10][OH:11].[LiH:13]>>[c:2]12[n:3][n:4][c:5]([Cl:12])[cH:6][c:7]1[O:8][CH2:9][CH2:10][O:11]2. Starting materials: resultant mixture, C(C)O (ethanol), C(CCC)N(CC(CNCCCCCCCC)O)CC(CNCCCCCCCC)O (13-butyl-11,15-dihydroxy-9,13,17-triazapentacosane), O (water), C(C)O (ethanol), ClCC(=O)[O-].[Na+] (sodium chloroacetate). Run at temperature 70 celsius, time 20 hour. Yields the product C(CCC)N(CC(CN(CC(=O)O)CCCCCCCC)O)CC(CN(CC(=O)O)CCCCCCCC)O (6-butyl-4,8-dihydroxy-2,10-dioctyl-2,6,10-triaza-1,11-undecanedicarboxylic acid). Isolated yield 85.0%. Reaction SMILES: [CH2:1]([N:5]([CH2:19][CH:20]([OH:31])[CH2:21][NH:22][CH2:23][CH2:24][CH2:25][CH2:26][CH2:27][CH2:28][CH2:29][CH3:30])[CH2:6][CH:7]([OH:18])[CH2:8][NH:9][CH2:10][CH2:11][CH2:12][CH2:13][CH2:14][CH2:15][CH2:16][CH3:17])[CH2:2][CH2:3][CH3:4].[OH2:32].Cl[CH2:34][C:35]([O-:37])=[O:36].[Na+].[CH2:39]([OH:41])[CH3:40]>>[CH2:1]([N:5]([CH2:19][CH:20]([OH:31])[CH2:21][N:22]([CH2:23][CH2:24][CH2:25][CH2:26][CH2:27][CH2:28][CH2:29][CH3:30])[CH2:40][C:39]([OH:32])=[O:41])[CH2:6][CH:7]([OH:18])[CH2:8][N:9]([CH2:10][CH2:11][CH2:12][CH2:13][CH2:14][CH2:15][CH2:16][CH3:17])[CH2:34][C:35]([OH:37])=[O:36])[CH2:2][CH2:3][CH3:4] |f:2.3|. Reported procedure: A reactor was charged with 18.6 g (0.04 mole) of 13-butyl-11,15-dihydroxy-9,13,17-triazapentacosane, 100 g of ethanol and 50 g of water, and the contents were heated to 70° C. Thereafter, an aqueous solution of 43 g (0.37 mole) of sodium chloroacetate was added to the contents. The resultant mixture was kept at pH 9 and stirred for 20 hours. After completion of the reaction, ethanol was distilled off under reduced pressure, and the residue was diluted to 10% with water. The resulting solution wa... The reactants are OCC(=O)C1=CC=CC=C1 (hydroxyacetophenone), N1CCCC1 (pyrrolidine), CC(=O)C (acetone), CC=1C=CC(=CC1)S(=O)(=O)O (p-TsOH). The solvent is C1=CC=CC=C1 (benzene), Cl (HCl). Conditions: temperature 25 celsius. The product is CC1(OC2=CC3=C(C=C2C(C1)=O)C(CCC3(C)C)(C)C)C (2,3,6,7,8,9-hexahydro-2,2,6,6,9,9-hexamethylbenzo [g]chromen-4-one). The yield is 26.0%. RXN SMILES: O[CH2:2][C:3]([C:5]1[CH:10]=[CH:9][CH:8]=[CH:7][CH:6]=1)=[O:4].N1CCC[CH2:12]1.[CH3:16][C:17]([CH3:19])=[O:18].[CH3:20][C:21]1[CH:22]=[CH:23][C:24](S(O)(=O)=O)=[CH:25][CH:26]=1>C1C=CC=CC=1.Cl>[CH3:16][C:17]1([CH3:19])[CH2:2][C:3](=[O:4])[C:5]2[C:6](=[CH:7][C:8]3[C:24]([CH3:25])([CH3:12])[CH2:23][CH2:22][C:21]([CH3:20])([CH3:26])[C:9]=3[CH:10]=2)[O:18]1. Reported procedure: A solution of the above hydroxyacetophenone (1.86 g, 7.5 mmol), pyrrolidine (590 mg, 7.5 mmol), acetone (850 mg, 14.6 mmol), and a catalytic amount of p-TsOH in benzene (650 ml) was heated at reflux for 48 hours. The mixture was cooled to 25° C. and diluted with 1N HCl (35 ml). Aqueous work up (Et2O extraction) gave a yellowish brown solid. Recrystallization from hexane afforded 2,3,6,7,8,9-hexahydro-2,2,6,6,9,9-hexamethylbenzo [g]chromen-4-one (structure 1) as fine white crystals (560 mg, 1.95 ...